Dataset: the Open Reaction Database (ORD), a public repository of structured organic reaction records. Task: describe an organic reaction: reactants, conditions, products, and yield Reactants: C1CCOC1, O=S(=O)(C=CCCc1ncccn1)N1CCN(c2ccc(OCC(F)(F)F)cn2)CC1, NO, O. Product: O=S(=O)(CC(CCc1ncccn1)NO)N1CCN(c2ccc(OCC(F)(F)F)cn2)CC1. Reaction SMILES: [CH2:35]1[O:36][CH2:37][CH2:38][CH2:39]1.[F:1][C:2]([CH2:3][O:4][c:5]1[cH:6][cH:7][c:8]([N:11]2[CH2:12][CH2:13][N:14]([S:17](=[O:18])(=[O:19])[CH:20]=[CH:21][CH2:22][CH2:23][c:24]3[n:25][cH:26][cH:27][cH:28][n:29]3)[CH2:15][CH2:16]2)[n:9][cH:10]1)([F:30])[F:31].[NH2:32][OH:33].[OH2:34]>>[F:1][C:2]([CH2:3][O:4][c:5]1[cH:6][cH:7][c:8]([N:11]2[CH2:12][CH2:13][N:14]([S:17](=[O:18])(=[O:19])[CH2:20][CH:21]([CH2:22][CH2:23][c:24]3[n:25][cH:26][cH:27][cH:28][n:29]3)[NH:32][OH:33])[CH2:15][CH2:16]2)[n:9][cH:10]1)([F:30])[F:31]. Reactants: BrC=1C=NC=2N(C1)N=C(C2)C(C)(C)C (6-bromo-2-tert-butyl-pyrazolo[1,5-a]pyrimidine), C(#C)C1=CC=NC=C1 (4-ethynylpyridine). The product is C(C)(C)(C)C1=NN2C(N=CC(=C2)C#CC2=CC=NC=C2)=C1 (2-tert-Butyl-6-pyridin-4-ylethynyl-pyrazolo[1,5-a]pyrimidine). RXN SMILES: Br[C:2]1[CH:3]=[N:4][C:5]2[N:6]([N:8]=[C:9]([C:11]([CH3:14])([CH3:13])[CH3:12])[CH:10]=2)[CH:7]=1.[C:15]([C:17]1[CH:22]=[CH:21][N:20]=[CH:19][CH:18]=1)#[CH:16]>>[C:11]([C:9]1[CH:10]=[C:5]2[N:4]=[CH:3][C:2]([C:16]#[C:15][C:17]3[CH:22]=[CH:21][N:20]=[CH:19][CH:18]=3)=[CH:7][N:6]2[N:8]=1)([CH3:14])([CH3:13])[CH3:12]. Reported procedure: The title compound, white solid, MS: m/e=277.1 (M+H+), can be prepared in accordance with the general method of example 1 from 6-bromo-2-tert-butyl-pyrazolo[1,5-a]pyrimidine (example 9, step 1) and 4-ethynylpyridine. Reactants: NC1=C(C(=O)OCC)C=C(C=C1O)Cl (Ethyl 2-amino-5-chloro-3-hydroxybenzoate). Run in aqueous solution, Cl (hydrochloric acid). Run at temperature 80 celsius, time 5 day. Yields the product NC1=C(C(=O)O)C=C(C=C1O)Cl (2-amino-5-chloro-3-hydroxybenzoic acid). Yield: 55.2%. Reaction SMILES: [NH2:1][C:2]1[C:12]([OH:13])=[CH:11][C:10]([Cl:14])=[CH:9][C:3]=1[C:4]([O:6]CC)=[O:5]>Cl>[NH2:1][C:2]1[C:12]([OH:13])=[CH:11][C:10]([Cl:14])=[CH:9][C:3]=1[C:4]([OH:6])=[O:5]. Procedure details: Ethyl 2-amino-5-chloro-3-hydroxybenzoate (3.23 g) was dissolved in 160 ml of a 3N aqueous solution of hydrochloric acid and stirred at 85° C. for 3 hours and at 80° C. for 5 days. The reaction solution was cooled to room temperature, insoluble matters were filtered off, 320 ml of a 1N aqueous solution of sodium hydroxide was added to the filtrate and the mixture was stirred at room temperature for 1 hour. The resulting precipitate was filtered, washed with pure water and dried in vacuo to give 1... The reactants are CC(C)(C)OO, C1CCCCC1, O=[Mo](=O)=O, CC(=O)NC1CC(C)(C)N(O)C(C)(C)C1. The product is CC(=O)NC1CC(C)(C)N(OC2CCCCC2)C(C)(C)C1. As a reaction SMILES: [C:16]([O:17][OH:18])([CH3:19])([CH3:20])[CH3:21].[CH2:22]1[CH2:23][CH2:24][CH2:25][CH2:26][CH2:27]1.[O:28]=[Mo:29](=[O:30])=[O:31].[OH:1][N:2]1[C:3]([CH3:14])([CH3:15])[CH2:4][CH:5]([NH:10][C:11]([CH3:12])=[O:13])[CH2:6][C:7]1([CH3:8])[CH3:9]>>[O:1]([N:2]1[C:3]([CH3:14])([CH3:15])[CH2:4][CH:5]([NH:10][C:11]([CH3:12])=[O:13])[CH2:6][C:7]1([CH3:8])[CH3:9])[CH:22]1[CH2:23][CH2:24][CH2:25][CH2:26][CH2:27]1. Starting materials: O=C([O-])O, C=C(CC(C(=O)OCC)C1CCN(C(=O)OCc2ccccc2)CC1)C1CC1, [O-][I+3]([O-])([O-])[O-], [Na+], [Na+], [Na+], [Na+], C1CCOC1, O, O=S([O-])[O-]. As a reaction SMILES: [C:41](=[O:42])([OH:43])[O-:44].[CH:1]1([C:4]([CH2:5][CH:6]([C:7](=[O:8])[O:9][CH2:10][CH3:11])[CH:12]2[CH2:13][CH2:14][N:15]([C:18](=[O:19])[O:20][CH2:21][c:22]3[cH:23][cH:24][cH:25][cH:26][cH:27]3)[CH2:16][CH2:17]2)=[CH2:28])[CH2:2][CH2:3]1.[I+3:29]([O-:30])([O-:31])([O-:32])[O-:33].[Na+:34].[Na+:39].[Na+:40].[Na+:45].[O:46]1[CH2:47][CH2:48][CH2:49][CH2:50]1.[OH2:51].[S:35]([O-:36])([O-:37])=[O:38]>>[CH:1]1([C:4]([CH2:5][CH:6]([C:7](=[O:8])[O:9][CH2:10][CH3:11])[CH:12]2[CH2:13][CH2:14][N:15]([C:18](=[O:19])[O:20][CH2:21][c:22]3[cH:23][cH:24][cH:25][cH:26][cH:27]3)[CH2:16][CH2:17]2)=[O:30])[CH2:2][CH2:3]1. Yields the product CCOC(=O)C(CC(=O)C1CC1)C1CCN(C(=O)OCc2ccccc2)CC1.